The task is: describe an organic reaction: reactants, conditions, products, and yield. This data is from the Open Reaction Database (ORD), a public repository of structured organic reaction records. Starting materials: FC(C=1C=C(C=C(C1)C(F)(F)F)[Mg]Br)(F)F (3,5-bis(trifluoromethyl)phenylmagnesium bromide), BrC1=C2C=C(CC2=CC=C1)C (4-Bromo-2-methylindene). The reagents and catalysts are Cl[Ni]([P](C1=CC=CC=C1)(C2=CC=CC=C2)C3=CC=CC=C3)([P](C4=CC=CC=C4)(C5=CC=CC=C5)C6=CC=CC=C6)Cl (NiCl2(PPh3)2). Run in CCOCC (Et2O), CCOCC (Et2O). Yields the product FC(C=1C=C(C=C(C1)C(F)(F)F)C1=C2C=C(CC2=CC=C1)C)(F)F (4-[3′,5′-bis(trifluoromethyl)phenyl]-2-methylindene). As a reaction SMILES: Br[C:2]1[CH:10]=[CH:9][CH:8]=[C:7]2[C:3]=1[CH:4]=[C:5]([CH3:11])[CH2:6]2.[F:12][C:13]([F:27])([F:26])[C:14]1[CH:15]=[C:16]([Mg]Br)[CH:17]=[C:18]([C:20]([F:23])([F:22])[F:21])[CH:19]=1>CCOCC.Cl[Ni](Cl)([P](C1C=CC=CC=1)(C1C=CC=CC=1)C1C=CC=CC=1)[P](C1C=CC=CC=1)(C1C=CC=CC=1)C1C=CC=CC=1>[F:12][C:13]([F:26])([F:27])[C:14]1[CH:15]=[C:16]([C:2]2[CH:10]=[CH:9][CH:8]=[C:7]3[C:3]=2[CH:4]=[C:5]([CH3:11])[CH2:6]3)[CH:17]=[C:18]([C:20]([F:21])([F:22])[F:23])[CH:19]=1 |^1:35,54|. Procedure: 4-Bromo-2-methylindene (10.7 g, 51 mmol) and NiCl2(PPh3)2 (1.8 g, 2.8 mmol) were dissolved in 150 mL of Et2O. 3,5-bis(trifluoromethyl)phenylmagnesium bromide (51 mmol) as a Et2O solution was added under vigorous stirring and the reaction stirred overnight at room temperature. After overnight stirring, the reaction was slowly quenched with H2O to neutralize unreacted Grignard. The solution was subsequently treated with 100 mL of 10% HCl(aq), and neutralized with saturated sodium bicarbonate aqueo... The reactants are F[C@H](COC1=CC=C(C(=O)O)C=C1)CCCCCC ((S)-4-(2-Fluorooctyloxy)benzoic acid), OC1=CC=C(C=C1)C1=NC=C(C=N1)CCCCCCCCC (2-(4-hydroxyphenyl)-5-n-nonylpyrimidine). Yields the product C(CCCCCCCC)C=1C=NC(=NC1)C1=CC=C(C=C1)OC(C1=CC=C(C=C1)OC[C@H](CCCCCC)F)=O ((S)-[4-(5-n-nonylpyrimidin-2-yl)phenyl]4-(2-fluorooctyloxy)benzoate). RXN SMILES: [F:1][C@@H:2]([CH2:14][CH2:15][CH2:16][CH2:17][CH2:18][CH3:19])[CH2:3][O:4][C:5]1[CH:13]=[CH:12][C:8]([C:9]([OH:11])=[O:10])=[CH:7][CH:6]=1.O[C:21]1[CH:26]=[CH:25][C:24]([C:27]2[N:32]=[CH:31][C:30]([CH2:33][CH2:34][CH2:35][CH2:36][CH2:37][CH2:38][CH2:39][CH2:40][CH3:41])=[CH:29][N:28]=2)=[CH:23][CH:22]=1>>[CH2:33]([C:30]1[CH:29]=[N:28][C:27]([C:24]2[CH:25]=[CH:26][C:21]([O:10][C:9](=[O:11])[C:8]3[CH:12]=[CH:13][C:5]([O:4][CH2:3][C@@H:2]([F:1])[CH2:14][CH2:15][CH2:16][CH2:17][CH2:18][CH3:19])=[CH:6][CH:7]=3)=[CH:22][CH:23]=2)=[N:32][CH:31]=1)[CH2:34][CH2:35][CH2:36][CH2:37][CH2:38][CH2:39][CH2:40][CH3:41]. Reported procedure: (S)-4-(2-Fluorooctyloxy)benzoic acid and 2-(4-hydroxyphenyl)-5-n-nonylpyrimidine are reacted analogously to give (S)-[4-(5-n-nonylpyrimidin-2-yl)phenyl]4-(2-fluorooctyloxy)benzoate. Reactants: c1ccccc1CCC(O)C, O=S(C1=CC=C(C(F)(F)F)C=C1)(F)=O (4-(trifluoromethyl) benzene-sulfonyl fluoride). The reagents and catalysts are N\2=C1\N(CCCCC1)CCC/2 (DBU). Run in C1CCCO1 (THF), C1CCCO1 (THF). Reaction conditions: time 48 hour. The product is c1ccccc1CCC(F)C. The yield is 52.0%. Starting materials: C1CCOC1, COc1cc2c(Cl)ncnc2cc1O, ClCCl, OCCCN1CCN(CCF)CC1, c1ccc(P(c2ccccc2)c2ccccc2)cc1. Yields the product COc1cc2c(Cl)ncnc2cc1OCCCN1CCN(CCF)CC1. As a reaction SMILES: [CH2:50]1[O:51][CH2:52][CH2:53][CH2:54]1.[Cl:1][c:2]1[n:3][cH:4][n:5][c:6]2[cH:7][c:8]([OH:14])[c:9]([O:12][CH3:13])[cH:10][c:11]12.[Cl:47][CH2:48][Cl:49].[F:15][CH2:16][CH2:17][N:18]1[CH2:19][CH2:20][N:21]([CH2:24][CH2:25][CH2:26][OH:27])[CH2:22][CH2:23]1.[c:28]1([P:29]([c:30]2[cH:31][cH:32][cH:33][cH:34][cH:35]2)[c:36]2[cH:37][cH:38][cH:39][cH:40][cH:41]2)[cH:42][cH:43][cH:44][cH:45][cH:46]1>>[Cl:1][c:2]1[n:3][cH:4][n:5][c:6]2[cH:7][c:8]([O:14][CH2:26][CH2:25][CH2:24][N:21]3[CH2:20][CH2:19][N:18]([CH2:17][CH2:16][F:15])[CH2:23][CH2:22]3)[c:9]([O:12][CH3:13])[cH:10][c:11]12. Starting materials: CC(CN1C=CC2=C(C(=CC=C12)OCC1=CC(=CC=C1)[Sn](C)(C)C)CCC)(C)C (1-(2,2-dimethylpropyl)-4-propyl-5-{[3-(trimethylstannyl)-benzyl]oxy}-1H-indole), BrC1=CC=CC(=N1)C(=O)OC (methyl 6-bromopyridine-2-carboxylate), ester. The reagents and catalysts are C=1C=CC(=CC1)[P](C=2C=CC=CC2)(C=3C=CC=CC3)[Pd]([P](C=4C=CC=CC4)(C=5C=CC=CC5)C=6C=CC=CC6)([P](C=7C=CC=CC7)(C=8C=CC=CC8)C=9C=CC=CC9)[P](C=1C=CC=CC1)(C=1C=CC=CC1)C=1C=CC=CC1 (Pd(PPh3)4). Reaction conditions: temperature 110 celsius. Yields the product CC(CN1C=CC2=C(C(=CC=C12)OCC=1C=C(C=CC1)C1=CC=CC(=N1)C(=O)O)CCC)(C)C (6-[3-({[1-(2,2-dimethylpropyl)-4-propyl-1H-indol-5-yl]oxy}methyl)phenyl]pyridine-2-carboxylic acid). Reaction SMILES: [CH3:1][C:2]([CH3:29])([CH3:28])[CH2:3][N:4]1[C:12]2[C:7](=[C:8]([CH2:25][CH2:26][CH3:27])[C:9]([O:13][CH2:14][C:15]3[CH:20]=[CH:19][CH:18]=[C:17]([Sn](C)(C)C)[CH:16]=3)=[CH:10][CH:11]=2)[CH:6]=[CH:5]1.Br[C:31]1[N:36]=[C:35]([C:37]([O:39]C)=[O:38])[CH:34]=[CH:33][CH:32]=1>C1C=CC([P]([Pd]([P](C2C=CC=CC=2)(C2C=CC=CC=2)C2C=CC=CC=2)([P](C2C=CC=CC=2)(C2C=CC=CC=2)C2C=CC=CC=2)[P](C2C=CC=CC=2)(C2C=CC=CC=2)C2C=CC=CC=2)(C2C=CC=CC=2)C2C=CC=CC=2)=CC=1>[CH3:1][C:2]([CH3:29])([CH3:28])[CH2:3][N:4]1[C:12]2[C:7](=[C:8]([CH2:25][CH2:26][CH3:27])[C:9]([O:13][CH2:14][C:15]3[CH:16]=[C:17]([C:31]4[N:36]=[C:35]([C:37]([OH:39])=[O:38])[CH:34]=[CH:33][CH:32]=4)[CH:18]=[CH:19][CH:20]=3)=[CH:10][CH:11]=2)[CH:6]=[CH:5]1 |^1:44,46,65,84|. Procedure details: 1-(Bromomethyl)-3-iodobenzene was used to alkylate 1-(2,2-dimethyl-propyl)-4-propyl-1H-indol-5-ol following the procedure outlined in example 1. A mixture of the above indole (3.4 g, 7.3 mmol), hexamethyldistannane (5.0 g, 15 mmol), Pd(PPh3)4 (0.80 g, 0.69 mmol), and THF (40 mL) was heated at 60° C. for 18 h under N2 and then allowed to cool to rt. The reaction mixture was diluted with water and extracted with ethyl acetate (×3). The organic extracts were dried (Na2SO4), filtered, concentrated, ... The reactants are C(C1=CC=CC=C1)(=O)Cl (benzoyl chloride), solution, C(CCC)[Li] (n-butyllithium), C(CCC)OC1CCC(N1)=O (5-(1-butyloxy) pyrrolidin-2-one). Run in O1CCCC1 (tetrahydrofuran), CCCCCC (n-hexane), O1CCCC1 (tetrahydrofuran). Run at temperature -60 celsius, time 15 minute. The product is C(C1=CC=CC=C1)(=O)N1C(CCC1OCCC)=O (1-benzoyl 5-propyloxy pyrrolidin-2-one). Yield: 63.6%. Reaction SMILES: C([Li])CCC.[CH2:6]([O:10][CH:11]1[NH:15][C:14](=[O:16])[CH2:13][CH2:12]1)[CH2:7][CH2:8]C.[C:17](Cl)(=[O:24])[C:18]1[CH:23]=[CH:22][CH:21]=[CH:20][CH:19]=1>CCCCCC.O1CCCC1>[C:17]([N:15]1[CH:11]([O:10][CH2:6][CH2:7][CH3:8])[CH2:12][CH2:13][C:14]1=[O:16])(=[O:24])[C:18]1[CH:23]=[CH:22][CH:21]=[CH:20][CH:19]=1. Reported procedure: 17 cm3 of a 1.5M solution of n-butyllithium in n-hexane is added at -60° C. to a solution of 4 g of 5-(1-butyloxy) pyrrolidin-2-one in 90 cm3 of tetrahydrofuran. The whole is agitated for 15 minutes at -60° C. then, at this temperature, a solution of 3.58 g of benzoyl chloride in 25 cm3 of tetrahydrofuran is added. After allowing the temperature to return to the ambient, the solvent is evaporated under reduced pressure and the residue is chromatographed on silica (eluent: ethyl acetate-n-hexane ... Reactants: OC1=C2N(C(=NC1=O)CC1(CCCC1)C1=CC=CC3=CC=CC=C13)CCNC2=O (9-hydroxy-6-(1-naphthalen-1-yl-cyclopentylmethyl)-3,4-dihydro-2H-pyrazino[1,2-c]pyrimidine-1,8-dione), C(C1=CC=CC=C1)OC1=C2N(C(=NC1=O)CC1(CCCC1)C1=CC=C(C=C1)Cl)CCNC2=O (9-(benzyloxy)-6-((1-(4-chlorophenyl)cyclopentyl)methyl)-3,4-dihydro-1H-pyrazino[1,2-c]pyrimidine-1,8(2H)-dione). Yields the product ClC1=CC=C(C=C1)C1(CCCC1)CC1=NC(C(=C2N1CCNC2=O)O)=O (6-((1-(4-Chlorophenyl)cyclopentyl)methyl)-9-hydroxy-3,4-dihydro-1H-pyrazino[1,2-c]pyrimidine-1,8(2H)-dione). As a reaction SMILES: OC1C(=O)N=C(CC2(C3C4C(=CC=CC=4)C=CC=3)CCCC2)N2CCNC(=O)C=12.C([O:37][C:38]1[C:43](=[O:44])[N:42]=[C:41]([CH2:45][C:46]2([C:51]3[CH:56]=[CH:55][C:54]([Cl:57])=[CH:53][CH:52]=3)[CH2:50][CH2:49][CH2:48][CH2:47]2)[N:40]2[CH2:58][CH2:59][NH:60][C:61](=[O:62])[C:39]=12)C1C=CC=CC=1>>[Cl:57][C:54]1[CH:55]=[CH:56][C:51]([C:46]2([CH2:45][C:41]3[N:40]4[CH2:58][CH2:59][NH:60][C:61](=[O:62])[C:39]4=[C:38]([OH:37])[C:43](=[O:44])[N:42]=3)[CH2:50][CH2:49][CH2:48][CH2:47]2)=[CH:52][CH:53]=1. Procedure: This compound was prepared following the same method as described for pure 9-hydroxy-6-(1-naphthalen-1-yl-cyclopentylmethyl)-3,4-dihydro-2H-pyrazino[1,2-c]pyrimidine-1,8-dione (349) from 9-(benzyloxy)-6-((1-(4-chlorophenyl)cyclopentyl)methyl)-3,4-dihydro-1H-pyrazino[1,2-c]pyrimidine-1,8(2H)-dione (517). Starting materials: CCOC(=O)C1CCN(C(C)=O)CC1, C1CCOC1, CC#N, [Li]CCCC. Yields the product CC(=O)N1CCC(C(=O)CC#N)CC1. RXN SMILES: [C:9]([CH3:10])(=[O:11])[N:12]1[CH2:13][CH2:14][CH:15]([C:18]([O:20][CH2:19][CH3:21])=[O:22])[CH2:16][CH2:17]1.[CH2:23]1[O:24][CH2:25][CH2:26][CH2:27]1.[CH3:1][C:2]#[N:3].[CH3:4][CH2:5][CH2:6][CH2:7][Li:8]>>[CH2:1]([C:2]#[N:3])[C:18]([CH:15]1[CH2:14][CH2:13][N:12]([C:9]([CH3:10])=[O:11])[CH2:17][CH2:16]1)=[O:20].